This data is from the Open Reaction Database (ORD), a public repository of structured organic reaction records. The task is: describe an organic reaction: reactants, conditions, products, and yield The reactants are N1(CCC(CC1)C(=O)OCN1C(C(CCC1=O)N1C(C2=CC=C(C=C2C1)CNC(=O)NC1=CC(=C(C=C1)C)Cl)=O)=O)C(=O)OC(C)(C)C (1-tert-butyl 4-(3-(5-((3-(3-chloro-4-methylphenyl)ureido)methyl)-1-oxoisoindolin-2-yl)-2,6-dioxopiperidin-1-yl)methyl piperidine-1,4-dicarboxylate), Cl (HCl). The solvent is CCOCC (Et2O). Reaction conditions: time 2 hour. Product: Cl.N1CCC(CC1)C(=O)OC (methyl piperidine-4-carboxylate Hydrochloride). Yield: 360.6%. RXN SMILES: [N:1]1(C(OC(C)(C)C)=O)[CH2:6][CH2:5][CH:4]([C:7]([O:9][CH2:10]N2C(=O)CCC(N3CC4C(=CC=C(CNC(NC5C=CC(C)=C([Cl:39])C=5)=O)C=4)C3=O)C2=O)=[O:8])[CH2:3][CH2:2]1.Cl>CCOCC>[ClH:39].[NH:1]1[CH2:6][CH2:5][CH:4]([C:7]([O:9][CH3:10])=[O:8])[CH2:3][CH2:2]1 |f:3.4|. Procedure: To 1-tert-butyl 4-(3-(5-((3-(3-chloro-4-methylphenyl)ureido)methyl)-1-oxoisoindolin-2-yl)-2,6-dioxopiperidin-1-yl)methyl piperidine-1,4-dicarboxylate (300 mg, 0.44 mmol, obtained as described in previous example) was added 2 N HCl in Et2O (15 mL). The slurry was vigorously stirred for 2 h at rt. The solid was filtered, washed with copious Et2O, and dried in a vacuum oven overnight to give (3-(5-(3-(3-chloro-4-methylphenyl)ureido)methyl)-1-oxoisoindolin-2-yl)-2,6-dioxopiperidin-1-yl)methyl piperi... Starting materials: C(C1=CC=CC=C1)N1C(N2C(SCCC2)=C(C1=O)C1=CC=CC=C1)=O (7-benzyl-9-phenyl-3,4-dihydro-2H,6H-pyrimido-[6,1-b][1,3]thiazine-6,8(7H)-dione), B(Br)(Br)Br (boron tribromide), CO (methanol). The solvent is C1(=CC=CC=C1)C (toluene). Reaction conditions: time 30 minute. The product is C1(=CC=CC=C1)C=1C(NC(N2C1SCCC2)=O)=O (9-phenyl-3,4-dihydro-2H,6H-pyrimido[6,1-b][1,3]thiazine-6,8(7H)-dione). RXN SMILES: C([N:8]1[C:17](=[O:18])[C:16]([C:19]2[CH:24]=[CH:23][CH:22]=[CH:21][CH:20]=2)=[C:11]2[S:12][CH2:13][CH2:14][CH2:15][N:10]2[C:9]1=[O:25])C1C=CC=CC=1.B(Br)(Br)Br.CO>C1(C)C=CC=CC=1>[C:19]1([C:16]2[C:17](=[O:18])[NH:8][C:9](=[O:25])[N:10]3[CH2:15][CH2:14][CH2:13][S:12][C:11]=23)[CH:20]=[CH:21][CH:22]=[CH:23][CH:24]=1. Procedure details: To a solution of 17.52 g (50 mmol) of 7-benzyl-9-phenyl-3,4-dihydro-2H,6H-pyrimido-[6,1-b][1,3]thiazine-6,8(7H)-dione in 500 ml of toluene, 25 g (100 mmol) of boron tribromide was added under ice cooling conditions, followed by refluxing for 16 hours. After the reaction mixture was cooled, 100 ml of methanol was added, followed by stirring for 30 minutes. After this mixture was concentrated to dryness, methanol-diethyl ether was added to the residue. The resulting precipitate was collected by fi... The reactants are CC(C)C(=O)O, Cc1cccc(CO)c1, O, Cc1ccc(S(=O)(=O)O)cc1. The product is Cc1cccc(COC(=O)C(C)C)c1. RXN SMILES: [CH3:10][CH:11]([CH3:12])[C:13]([OH:14])=[O:15].[CH3:1][c:2]1[cH:3][c:4]([CH2:5][OH:6])[cH:7][cH:8][cH:9]1.[OH2:27].[c:16]1([CH3:17])[cH:18][cH:19][c:20]([S:21]([OH:22])(=[O:23])=[O:24])[cH:25][cH:26]1>>[CH3:1][c:2]1[cH:3][c:4]([CH2:5][O:6][C:13]([CH:11]([CH3:10])[CH3:12])=[O:14])[cH:7][cH:8][cH:9]1. The reactants are FC([C@@H]1CC[C@H](CC1)N)(F)F (trans-4-trifluoromethyl-cyclohexylamine), ClC1=C(C(=CC=C1CNC(C(C)(C)C)=O)Cl)NC1=NC2=C(N1)C(=C(C(=C2)C(=O)O)OCC(F)(F)F)F (2-{2,6-dichloro-3-[(2,2-dimethyl-propionylamino)-methyl]phenylamino}-6-(2,2,2-trifluoroethoxy)-7-fluoro-1H-benzimidazole-5-carboxylic acid), CN(C)C(=[N+](C)C)ON1C2=C(C=CC=C2)N=N1.[B-](F)(F)(F)F (TBTU), CCN(C(C)C)C(C)C (DIPEA). Solvent: CN(C)C=O (DMF). Run at time 30 minute. Yields the product FC([C@@H]1CC[C@H](CC1)NC(=O)C1=CC2=C(NC(=N2)NC2=C(C(=CC=C2Cl)CNC(C(C)(C)C)=O)Cl)C(=C1OCC(F)(F)F)F)(F)F (N-(trans-4-Trifluoromethyl-cyclohex-1-yl)-2-{2,6-dichloro-3-[(2,2-dimethyl-propionylamino)-methyl]phenylamino}-6-(2,2,2-trifluoroethoxy)-7-fluoro-1H-benzimidazole-5-carboxylic acid amide). RXN SMILES: [Cl:1][C:2]1[C:7]([CH2:8][NH:9][C:10](=[O:15])[C:11]([CH3:14])([CH3:13])[CH3:12])=[CH:6][CH:5]=[C:4]([Cl:16])[C:3]=1[NH:17][C:18]1[NH:22][C:21]2[C:23]([F:36])=[C:24]([O:30][CH2:31][C:32]([F:35])([F:34])[F:33])[C:25]([C:27](O)=[O:28])=[CH:26][C:20]=2[N:19]=1.CN(C(ON1N=NC2C=CC=CC1=2)=[N+](C)C)C.[B-](F)(F)(F)F.CCN(C(C)C)C(C)C.[F:68][C:69]([F:78])([F:77])[C@H:70]1[CH2:75][CH2:74][C@H:73]([NH2:76])[CH2:72][CH2:71]1>CN(C=O)C>[F:68][C:69]([F:77])([F:78])[C@H:70]1[CH2:71][CH2:72][C@H:73]([NH:76][C:27]([C:25]2[C:24]([O:30][CH2:31][C:32]([F:35])([F:34])[F:33])=[C:23]([F:36])[C:21]3[NH:22][C:18]([NH:17][C:3]4[C:4]([Cl:16])=[CH:5][CH:6]=[C:7]([CH2:8][NH:9][C:10](=[O:15])[C:11]([CH3:13])([CH3:14])[CH3:12])[C:2]=4[Cl:1])=[N:19][C:20]=3[CH:26]=2)=[O:28])[CH2:74][CH2:75]1 |f:1.2|. Procedure: A mixture of 2-{2,6-dichloro-3-[(2,2-dimethyl-propionylamino)-methyl]phenylamino}-6-(2,2,2-trifluoroethoxy)-7-fluoro-1H-benzimidazole-5-carboxylic acid (60 mg, 0.109 mmol), TBTU (36.7 mg, 0.114 mmol), DIPEA (66 μl, 0.38 mmol) and DMF (1 mL) is stirred for 30 min, then trans-4-trifluoromethyl-cyclohexylamine (24 mg, HCl salt) is added and it is stirred for 1 h. Reactants: ClC1=CC=C(C(=O)N2C(=C(C3=CC(=CC=C23)OC)CNO)C)C=C1 (1-(4-chlorobenzoyl)-N-hydroxy-5-methoxy-2-methyl-1H-indole-3-methanamine), C(C=C)N=C=O (allyl isocyanate), C(C)(=O)[O-].[Na+] (sodium acetate). Run in O1CCOCC1.O (dioxane water). Yields the product ClC1=CC=C(C(=O)N2C(=C(C3=CC(=CC=C23)OC)CN(C(=O)NCC=C)O)C)C=C1 (1-(4-chlorobenzoyl)-N-hydroxy-5-methoxy-2-methyl-N-[(2-propenylamino) carbonyl]-1H-indole-3-methanamine). Yield: 44.0%. RXN SMILES: [Cl:1][C:2]1[CH:24]=[CH:23][C:5]([C:6]([N:8]2[C:16]3[C:11](=[CH:12][C:13]([O:17][CH3:18])=[CH:14][CH:15]=3)[C:10]([CH2:19][NH:20][OH:21])=[C:9]2[CH3:22])=[O:7])=[CH:4][CH:3]=1.[CH2:25]([N:28]=[C:29]=[O:30])[CH:26]=[CH2:27].C([O-])(=O)C.[Na+]>O1CCOCC1.O>[Cl:1][C:2]1[CH:24]=[CH:23][C:5]([C:6]([N:8]2[C:16]3[C:11](=[CH:12][C:13]([O:17][CH3:18])=[CH:14][CH:15]=3)[C:10]([CH2:19][N:20]([OH:21])[C:29]([NH:28][CH2:25][CH:26]=[CH2:27])=[O:30])=[C:9]2[CH3:22])=[O:7])=[CH:4][CH:3]=1 |f:2.3,4.5|. Procedure details: According to the procedure of Example 62, 1-(4-chlorobenzoyl)-N-hydroxy-5-methoxy-2-methyl-1H-indole-3-methanamine is reacted with 1.2 eq of allyl isocyanate in dioxane/water (1:1) in the presence of sodium acetate (2.5 eq). The crude product is purified by column chromatography (silica, 3:7 ethyl acetate:methylene chloride). Recrystallization from methylene chloride:hexane, and then from methanol:water gives pure 1-(4-chlorobenzoyl)-N-hydroxy-5-methoxy-2-methyl-N-[(2-propenylamino) carbonyl]-1H... Starting materials: COc1cc(Nc2ccc(C(F)(F)F)cn2)c2ccc(-c3ncccc3C(F)(F)F)nc2n1, CC(C)O, Cl. The product is Cl, Oc1cc(Nc2ccc(C(F)(F)F)cn2)c2ccc(-c3ncccc3C(F)(F)F)nc2n1. As a reaction SMILES: [CH3:1][O:2][c:3]1[n:4][c:5]2[n:6][c:7](-[c:24]3[n:25][cH:26][cH:27][cH:28][c:29]3[C:30]([F:31])([F:32])[F:33])[cH:8][cH:9][c:10]2[c:11]([NH:13][c:14]2[n:15][cH:16][c:17]([C:20]([F:21])([F:22])[F:23])[cH:18][cH:19]2)[cH:12]1.[CH:35]([OH:36])([CH3:37])[CH3:38].[ClH:34]>>[ClH:34].[OH:2][c:3]1[n:4][c:5]2[n:6][c:7](-[c:24]3[n:25][cH:26][cH:27][cH:28][c:29]3[C:30]([F:31])([F:32])[F:33])[cH:8][cH:9][c:10]2[c:11]([NH:13][c:14]2[n:15][cH:16][c:17]([C:20]([F:21])([F:22])[F:23])[cH:18][cH:19]2)[cH:12]1. The reactants are Cl (HCl), ClC=1C=C(C=CC1)C1=CC(=C2C(=N1)CCC2)CC2=CC=C(C=C2)C(C(=O)OC)(C)C (methyl 2-(4-((2-(3-chlorophenyl)-6,7-dihydro-5H-cyclopenta[b]pyridin-4-yl)methyl)phenyl)-2-methylpropanoate), O1CCOCC1 (dioxane), O.[OH-].[Li+] (lithium hydroxide monohydrate). Solvent: O (water). Conditions: temperature 50 celsius, time 6.5 hour. Product: Cl.ClC=1C=C(C=CC1)C1=CC(=C2C(=N1)CCC2)CC2=CC=C(C=C2)C(C(=O)O)(C)C (2-(4-((2-(3-chlorophenyl)-6,7-dihydro-5H-cyclopenta[b]pyridin-4-yl)methyl)phenyl)-2-methylpropanoic acid hydrochloride). Yield: 423.2%. RXN SMILES: [Cl:1][C:2]1[CH:3]=[C:4]([C:8]2[N:13]=[C:12]3[CH2:14][CH2:15][CH2:16][C:11]3=[C:10]([CH2:17][C:18]3[CH:23]=[CH:22][C:21]([C:24]([CH3:30])([CH3:29])[C:25]([O:27]C)=[O:26])=[CH:20][CH:19]=3)[CH:9]=2)[CH:5]=[CH:6][CH:7]=1.O1CCOCC1.O.[OH-].[Li+].Cl>O>[ClH:1].[Cl:1][C:2]1[CH:3]=[C:4]([C:8]2[N:13]=[C:12]3[CH2:14][CH2:15][CH2:16][C:11]3=[C:10]([CH2:17][C:18]3[CH:19]=[CH:20][C:21]([C:24]([CH3:30])([CH3:29])[C:25]([OH:27])=[O:26])=[CH:22][CH:23]=3)[CH:9]=2)[CH:5]=[CH:6][CH:7]=1 |f:2.3.4,7.8|. Reported procedure: An 250-mL round bottom flask was charged with methyl 2-(4-((2-(3-chlorophenyl)-6,7-dihydro-5H-cyclopenta[b]pyridin-4-yl)methyl)phenyl)-2-methylpropanoate (0.200 g, 0.47 mmol), dioxane (15 ml) and water (10 ml). To this solution was then added lithium hydroxide monohydrate (0.060 g, 1.43 mmol). The resulting mixture was stirred at 50° C. for 6.5 h. The cooled reaction mixture was treated with 2N aqueous HCl until pH˜5. The volatile materials were removed under reduced pressure to afford impure 2-... Reactants: CCOC(=O)Cc1ccc(OC)c(Oc2ccc(N=C(c3ccccc3)c3ccccc3)cc2CN2CCOC2=O)c1, CC(=O)[O-], CO, Cl, [K+], NO. Yields the product CCOC(=O)Cc1ccc(OC)c(Oc2ccc(N)cc2CN2CCOC2=O)c1. As a reaction SMILES: [CH2:1]([CH3:2])[O:3][C:4]([CH2:5][c:6]1[cH:7][c:8]([O:14][c:15]2[c:16]([CH2:35][N:36]3[C:37](=[O:41])[O:38][CH2:39][CH2:40]3)[cH:17][c:18]([N:21]=[C:22]([c:23]3[cH:24][cH:25][cH:26][cH:27][cH:28]3)[c:29]3[cH:30][cH:31][cH:32][cH:33][cH:34]3)[cH:19][cH:20]2)[c:9]([O:12][CH3:13])[cH:10][cH:11]1)=[O:42].[CH3:47][C:48](=[O:49])[O-:50].[CH3:51][OH:52].[ClH:43].[K+:46].[NH2:44][OH:45]>>[CH2:1]([CH3:2])[O:3][C:4]([CH2:5][c:6]1[cH:7][c:8]([O:14][c:15]2[c:16]([CH2:35][N:36]3[C:37](=[O:41])[O:38][CH2:39][CH2:40]3)[cH:17][c:18]([NH2:21])[cH:19][cH:20]2)[c:9]([O:12][CH3:13])[cH:10][cH:11]1)=[O:42]. The reactants are C(#N)C1=C(C=C(NC=C2C(OC(OC2=O)(C)C)=O)C=C1)OCCOC (5-((4-Cyano-3-(2-methoxyethoxy)anilino)methylene)-2,2-dimethyl-1,3-dioxane-4,6-dione), C1(=CC=CC=C1)C1=CC=CC=C1 (biphenyl), C1(=CC=CC=C1)OC1=CC=CC=C1 (phenyl ether). Solvent: CCCCCC (hexane). Conditions: time 30 minute. Product: C(#N)C=1C=C2C(C=CNC2=CC1OCCOC)=O (6-cyano-7-(2-methoxyethoxy)-1,4-dihydroquinolin-4-one). Isolated yield 39.2%. Reaction SMILES: [C:1]([C:3]1[CH:20]=[CH:19][C:6]([NH:7][CH:8]=[C:9]2[C:14](=[O:15])OC(C)(C)OC2=O)=[CH:5][C:4]=1[O:21][CH2:22][CH2:23][O:24][CH3:25])#[N:2].C1(C2C=CC=CC=2)C=CC=CC=1.C1(OC2C=CC=CC=2)C=CC=CC=1>CCCCCC>[C:1]([C:3]1[CH:20]=[C:19]2[C:6](=[CH:5][C:4]=1[O:21][CH2:22][CH2:23][O:24][CH3:25])[NH:7][CH:8]=[CH:9][C:14]2=[O:15])#[N:2]. Procedure: 5-((4-Cyano-3-(2-methoxyethoxy)anilino)methylene)-2,2-dimethyl-1,3-dioxane-4,6-dione (840 mg, 2.4 mmol) was added in portions to a mixture of biphenyl (8 ml) and phenyl ether (22 ml) at 250° C. and the mixture stirred at that temperature for 30 minutes. The mixture was allowed to cool, hexane was added and the solid product collected by filtration and recrystallised from methylene chloride/methanol/hexane to give 6-cyano-7-(2-methoxyethoxy)-1,4-dihydroquinolin-4-one (230 mg, 38%).